This data is from the Open Reaction Database (ORD), a public repository of structured organic reaction records. The task is: describe an organic reaction: reactants, conditions, products, and yield Reactants: CCCCC.C(C)OCC (pentane diethylether), FC=1C=C(C=O)C=C(C1)F (3,5-difluorobenzaldehyde). The product is FC=1C=C(C=C(C1)F)C1CO1 (2-(3,5-difluorophenyl)-1,2-epoxyethane). As a reaction SMILES: [F:1][C:2]1[CH:3]=[C:4]([CH:7]=[C:8]([F:10])[CH:9]=1)[CH:5]=[O:6].[CH3:11]CCCC.C(OCC)C>>[F:1][C:2]1[CH:3]=[C:4]([CH:5]2[O:6][CH2:11]2)[CH:7]=[C:8]([F:10])[CH:9]=1 |f:1.2|. Procedure details: Following General Procedure EC and using 3,5-difluorobenzaldehyde (Aldrich), the title compound was isolated after flash chromatography with 20:1 pentane/diethylether. The reactants are CC(=O)OI1(C=2C=CC=CC2C(=O)O1)(OC(=O)C)OC(=O)C (Dess-Martin periodinane), BrC1=C(C=C(C=C1)F)C(O)C1=CC=CC=C1 ((2-bromo-5-fluorophenyl)(phenyl)methanol). The solvent is CCOC(=O)C (EtOAc), C(Cl)Cl (CH2Cl2). The product is BrC1=C(C=C(C=C1)F)C(=O)C1=CC=CC=C1 ((2-bromo-5-fluorophenyl)(phenyl)methanone). Isolated yield 92.4%. RXN SMILES: CC(OI1(OC(C)=O)(OC(C)=O)OC(=O)C2C=CC=CC1=2)=O.[Br:23][C:24]1[CH:29]=[CH:28][C:27]([F:30])=[CH:26][C:25]=1[CH:31]([C:33]1[CH:38]=[CH:37][CH:36]=[CH:35][CH:34]=1)[OH:32]>C(Cl)Cl.CCOC(C)=O>[Br:23][C:24]1[CH:29]=[CH:28][C:27]([F:30])=[CH:26][C:25]=1[C:31]([C:33]1[CH:34]=[CH:35][CH:36]=[CH:37][CH:38]=1)=[O:32]. Procedure: A mixture of Dess-Martin periodinane (0.931 g, 2.20 mmol) and the product of example 35A (0.561 g, 2.00 mmol) was stirred in CH2Cl2 (10 mL) for 1 hour, diluted with EtOAc, washed with saturated aqueous NaHCO3 and brine, dried (Na2SO4), filtered, and concentrated. The residue was chromatographed on SiO2 (eluted with 4% Et2O/hexanes) to give 515.6 mg of the title compound as a clear gum. 1H NMR (300 MHz, DMSO) δ 7.81 (dd, 1H), 7.69-7.76 (m, 3H), 7.54-7.61 (m, 2H), 7.50 (dd, 1H), 7.39 (ddd, 1H).